From a dataset of the Open Reaction Database (ORD), a public repository of structured organic reaction records. describe an organic reaction: reactants, conditions, products, and yield Starting materials: Cc1ccc(S(=O)(=O)OCC2Cc3cccc(C(C)C)c3O2)cc1, CC(C)c1cccc2c1OC(CN=[N+]=[N-])C2, Cl, [N-]=[N+]=[N-], [N-]=[N+]=[N-], [Na+]. The product is CC(C)c1cccc2c1OC(CN)C2. RXN SMILES: [CH3:1][c:2]1[cH:3][cH:4][c:5]([S:6]([O:7][CH2:8][CH:9]2[CH2:10][c:11]3[cH:12][cH:13][cH:14][c:15]([CH:16]([CH3:17])[CH3:18])[c:19]3[O:20]2)(=[O:21])=[O:22])[cH:23][cH:24]1.[CH:29]([CH3:30])([CH3:31])[c:32]1[cH:33][cH:34][cH:35][c:36]2[c:40]1[O:39][CH:38]([CH2:41][N:42]=[N+:43]=[N-:44])[CH2:37]2.[ClH:48].[N-:26]=[N+:27]=[N-:28].[N-:45]=[N+:46]=[N-:47].[Na+:25]>>[CH:29]([CH3:30])([CH3:31])[c:32]1[cH:33][cH:34][cH:35][c:36]2[c:40]1[O:39][CH:38]([CH2:41][NH2:42])[CH2:37]2. Starting materials: O=C1CCC(=O)N1Br, CC#N, O=C1Cc2cc(F)ccc2N1. Product: O=C1Cc2cc(F)cc(Br)c2N1. Reaction SMILES: [Br:12][N:13]1[C:14](=[O:15])[CH2:16][CH2:17][C:18]1=[O:19].[CH3:20][C:21]#[N:22].[F:1][c:2]1[cH:3][c:4]2[c:8]([cH:9][cH:10]1)[NH:7][C:6](=[O:11])[CH2:5]2>>[F:1][c:2]1[cH:3][c:4]2[c:8]([c:9]([Br:12])[cH:10]1)[NH:7][C:6](=[O:11])[CH2:5]2. The product is CCCOc1ccccc1C=O. The reactants are CCCBr, O=C([O-])[O-], CCOC(C)=O, O=Cc1ccccc1O, [K+], [K+], CN(C)C=O. RXN SMILES: [Br:10][CH2:11][CH2:12][CH3:13].[C:14](=[O:15])([O-:16])[O-:17].[CH3:25][CH2:26][O:27][C:28](=[O:29])[CH3:30].[CH:1](=[O:2])[c:3]1[cH:4][cH:5][cH:6][cH:7][c:8]1[OH:9].[K+:18].[K+:19].[O:20]=[CH:21][N:22]([CH3:23])[CH3:24]>>[CH:1](=[O:2])[c:3]1[cH:4][cH:5][cH:6][cH:7][c:8]1[O:9][CH2:11][CH2:12][CH3:13].